From a dataset of the Open Reaction Database (ORD), a public repository of structured organic reaction records. describe an organic reaction: reactants, conditions, products, and yield Starting materials: C(CCC)OC1=NC(=C2N=C(N(C2=N1)CCCC1NCCCC1)OC)N (2-(Butyloxy)-8-(methyloxy)-9-[3-(2-piperidinyl)propyl]-9H-purin-6-amine), NC1=C2N=C(N(C2=NC(=N1)OCCCC)CCC1CCN(CC1)C(=O)OCC1=CC=CC=C1)OC (phenylmethyl 4-{[6-amino-2-(butyloxy)-8-(methyloxy)-9H-purin-9-yl]ethyl}-1-piperidinecarboxylate). Yields the product C(CCC)OC1=NC(=C2N=C(N(C2=N1)CC1CCNCC1)OC)N (2-(Butyloxy)-8-(methyloxy)-9-(4-piperidinylmethyl)-9H-purin-6-amine). As a reaction SMILES: [CH2:1]([O:5][C:6]1[N:14]=[C:13]2[C:9]([N:10]=[C:11]([O:24][CH3:25])[N:12]2[CH2:15][CH2:16][CH2:17][CH:18]2CC[CH2:21][CH2:20][NH:19]2)=[C:8]([NH2:26])[N:7]=1)[CH2:2][CH2:3][CH3:4].NC1N=C(OCCCC)N=C2C=1N=C(OC)N2CCC1CCN(C(OCC2C=CC=CC=2)=O)CC1>>[CH2:1]([O:5][C:6]1[N:14]=[C:13]2[C:9]([N:10]=[C:11]([O:24][CH3:25])[N:12]2[CH2:15][CH:16]2[CH2:17][CH2:18][NH:19][CH2:20][CH2:21]2)=[C:8]([NH2:26])[N:7]=1)[CH2:2][CH2:3][CH3:4]. Procedure: Prepared similarly to Intermediate 32 from phenylmethyl 4-{[6-amino-2-(butyloxy)-8-(methyloxy)-9H-purin-9-yl]ethyl}-1-piperidinecarboxylate. The reactants are CN(C)P(=O)(N(C)C)N(C)C, O=C(O)c1ccc(NCCCCCCCCCCCCCCCC(F)(F)F)cc1, OCC(O)CI, [Na+], [OH-], O. The product is O=C(OCC(O)CO)c1ccc(NCCCCCCCCCCCCCCCC(F)(F)F)cc1. As a reaction SMILES: [CH3:38][N:39]([P:40]([N:41]([CH3:42])[CH3:43])([N:44]([CH3:45])[CH3:46])=[O:47])[CH3:48].[F:1][C:2]([CH2:3][CH2:4][CH2:5][CH2:6][CH2:7][CH2:8][CH2:9][CH2:10][CH2:11][CH2:12][CH2:13][CH2:14][CH2:15][CH2:16][CH2:17][NH:18][c:19]1[cH:20][cH:21][c:22]([C:23](=[O:24])[OH:25])[cH:26][cH:27]1)([F:28])[F:29].[I:32][CH2:33][CH:34]([CH2:35][OH:36])[OH:37].[Na+:31].[OH-:30].[OH2:49]>>[F:1][C:2]([CH2:3][CH2:4][CH2:5][CH2:6][CH2:7][CH2:8][CH2:9][CH2:10][CH2:11][CH2:12][CH2:13][CH2:14][CH2:15][CH2:16][CH2:17][NH:18][c:19]1[cH:20][cH:21][c:22]([C:23](=[O:24])[O:25][CH2:33][CH:34]([CH2:35][OH:36])[OH:37])[cH:26][cH:27]1)([F:28])[F:29]. Reactants: COCCCN (3-methoxy-propylamine), BrCCCCC1(C2=CC=CC=C2C=2C=CC=CC12)C(=O)Cl (9-(4-bromo-butyl)-9H-fluorene-9-carboxylic acid chloride). Product: COCCCNC(=O)C1(C2=CC=CC=C2C=2C=CC=CC12)CCCCBr (9-(4-bromo-butyl)-9H-fluorene-9-carboxylic acid-(3-methoxy-propyl)-amide). Reaction SMILES: [CH3:1][O:2][CH2:3][CH2:4][CH2:5][NH2:6].[Br:7][CH2:8][CH2:9][CH2:10][CH2:11][C:12]1([C:25](Cl)=[O:26])[C:24]2[CH:23]=[CH:22][CH:21]=[CH:20][C:19]=2[C:18]2[C:13]1=[CH:14][CH:15]=[CH:16][CH:17]=2>>[CH3:1][O:2][CH2:3][CH2:4][CH2:5][NH:6][C:25]([C:12]1([CH2:11][CH2:10][CH2:9][CH2:8][Br:7])[C:24]2[CH:23]=[CH:22][CH:21]=[CH:20][C:19]=2[C:18]2[C:13]1=[CH:14][CH:15]=[CH:16][CH:17]=2)=[O:26]. Procedure: Prepared analogously to Example 1 from 3-methoxy-propylamine and 9-(4-bromo-butyl)-9H-fluorene-9-carboxylic acid chloride.